The task is: describe an organic reaction: reactants, conditions, products, and yield. This data is from the Open Reaction Database (ORD), a public repository of structured organic reaction records. The reactants are O=C([O-])O, CC(C)(C)OC(=O)Nc1ccccc1NC(=O)c1ccc(B2OC(C)(C)C(C)(C)O2)cc1, COCCOC, CC(C)(C)OC(=O)N1CC=C(OS(=O)(=O)C(F)(F)F)CC1, [Na+], [Pd], c1ccc(P(c2ccccc2)c2ccccc2)cc1, c1ccc(P(c2ccccc2)c2ccccc2)cc1, c1ccc(P(c2ccccc2)c2ccccc2)cc1, c1ccc(P(c2ccccc2)c2ccccc2)cc1. The product is CC(C)(C)OC(=O)Nc1ccccc1NC(=O)c1ccc(C2=CCN(C(=O)OC(C)(C)C)CC2)cc1. As a reaction SMILES: [C:1](=[O:2])([O-:3])[OH:4].[C:27]([CH3:28])([CH3:29])([CH3:30])[O:31][C:32](=[O:33])[NH:34][c:35]1[c:36]([NH:41][C:42]([c:43]2[cH:44][cH:45][c:46]([B:49]3[O:50][C:51]([CH3:52])([CH3:53])[C:54]([CH3:55])([CH3:56])[O:57]3)[cH:47][cH:48]2)=[O:58])[cH:37][cH:38][cH:39][cH:40]1.[CH3:59][O:60][CH2:61][CH2:62][O:63][CH3:64].[F:6][C:7]([F:8])([F:9])[S:10]([O:11][C:12]1=[CH:17][CH2:16][N:15]([C:18](=[O:19])[O:20][C:21]([CH3:22])([CH3:23])[CH3:24])[CH2:14][CH2:13]1)(=[O:25])=[O:26].[Na+:5].[Pd:65].[c:104]1([P:105]([c:106]2[cH:107][cH:108][cH:109][cH:110][cH:111]2)[c:112]2[cH:113][cH:114][cH:115][cH:116][cH:117]2)[cH:118][cH:119][cH:120][cH:121][cH:122]1.[c:123]1([P:124]([c:125]2[cH:126][cH:127][cH:128][cH:129][cH:130]2)[c:131]2[cH:132][cH:133][cH:134][cH:135][cH:136]2)[cH:137][cH:138][cH:139][cH:140][cH:141]1.[c:66]1([P:67]([c:68]2[cH:69][cH:70][cH:71][cH:72][cH:73]2)[c:74]2[cH:75][cH:76][cH:77][cH:78][cH:79]2)[cH:80][cH:81][cH:82][cH:83][cH:84]1.[c:85]1([P:86]([c:87]2[cH:88][cH:89][cH:90][cH:91][cH:92]2)[c:93]2[cH:94][cH:95][cH:96][cH:97][cH:98]2)[cH:99][cH:100][cH:101][cH:102][cH:103]1>>[C:12]1([c:46]2[cH:45][cH:44][c:43]([C:42]([NH:41][c:36]3[c:35]([NH:34][C:32]([O:31][C:27]([CH3:28])([CH3:29])[CH3:30])=[O:33])[cH:40][cH:39][cH:38][cH:37]3)=[O:58])[cH:48][cH:47]2)=[CH:17][CH2:16][N:15]([C:18](=[O:19])[O:20][C:21]([CH3:22])([CH3:23])[CH3:24])[CH2:14][CH2:13]1.